From a dataset of the Open Reaction Database (ORD), a public repository of structured organic reaction records. describe an organic reaction: reactants, conditions, products, and yield Starting materials: C1CCOC1, C[S-], COc1ccc(-c2coc3cc(OC)cc(F)c3c2=O)cc1, [Na+]. Yields the product COc1ccc(-c2coc3cc(OC)cc(SC)c3c2=O)cc1. Reaction SMILES: [CH2:26]1[O:27][CH2:28][CH2:29][CH2:30]1.[CH3:1][S-:2].[F:4][c:5]1[cH:6][c:7]([O:24][CH3:25])[cH:8][c:9]2[c:10]1[c:11](=[O:23])[c:12](-[c:15]1[cH:16][cH:17][c:18]([O:21][CH3:22])[cH:19][cH:20]1)[cH:13][o:14]2.[Na+:3]>>[CH3:1][S:2][c:5]1[cH:6][c:7]([O:24][CH3:25])[cH:8][c:9]2[c:10]1[c:11](=[O:23])[c:12](-[c:15]1[cH:16][cH:17][c:18]([O:21][CH3:22])[cH:19][cH:20]1)[cH:13][o:14]2. Yields the product O=C(NCC1CN(c2ccc(N3CCCCC3=O)cc2)C(=O)O1)c1ccc(Cl)s1. The reactants are ClCCl, CS(C)=O, O=C(CCCCCl)Nc1ccc(N2CC(CNC(=O)c3ccc(Cl)s3)OC2=O)cc1, [H-], [Na+]. As a reaction SMILES: [CH2:37]([Cl:38])[Cl:39].[CH3:1][S:2]([CH3:3])=[O:4].[Cl:7][c:8]1[cH:9][cH:10][c:11]([C:13](=[O:14])[NH:15][CH2:16][CH:17]2[CH2:18][N:19]([c:23]3[cH:24][cH:25][c:26]([NH:29][C:30]([CH2:31][CH2:32][CH2:33][CH2:34][Cl:35])=[O:36])[cH:27][cH:28]3)[C:20](=[O:22])[O:21]2)[s:12]1.[H-:6].[Na+:5]>>[Cl:7][c:8]1[cH:9][cH:10][c:11]([C:13](=[O:14])[NH:15][CH2:16][CH:17]2[CH2:18][N:19]([c:23]3[cH:24][cH:25][c:26]([N:29]4[C:30](=[O:36])[CH2:31][CH2:32][CH2:33][CH2:34]4)[cH:27][cH:28]3)[C:20](=[O:22])[O:21]2)[s:12]1. Starting materials: O (water), [Na] (sodium), ClC1=C(C=CC(=C1)Cl)O (2,4-dichlorophenol), [N+](=O)([O-])C=1C=C(C(C(=O)OC)=CC1)C(=O)OC (dimethyl 4-nitrophthalate). Solvent: CN(C=O)C (dimethylformamide). Run at time 5 hour. Product: ClC1=C(OC=2C=C(C(C(=O)OC)=CC2)C(=O)OC)C=CC(=C1)Cl (Dimethyl 4-(2',4'-dichlorophenoxy)-phthalate). RXN SMILES: [Na].[Cl:2][C:3]1[CH:8]=[C:7]([Cl:9])[CH:6]=[CH:5][C:4]=1[OH:10].[N+]([C:14]1[CH:15]=[C:16]([C:24]([O:26][CH3:27])=[O:25])[C:17](=[CH:22][CH:23]=1)[C:18]([O:20][CH3:21])=[O:19])([O-])=O.O>CN(C)C=O>[Cl:2][C:3]1[CH:8]=[C:7]([Cl:9])[CH:6]=[CH:5][C:4]=1[O:10][C:23]1[CH:22]=[C:17]([C:18]([O:20][CH3:21])=[O:19])[C:16](=[CH:15][CH:14]=1)[C:24]([O:26][CH3:27])=[O:25] |^1:0|. Reported procedure: 2.4 g (0.012 mole) of sodium salt of 2,4-dichlorophenol and 2.4 g (0.010 mole) of dimethyl 4-nitrophthalate are dissolved in dry dimethylformamide and stirred at 130°-150° C. for 5 hours. After cooling, the mixture is poured into cold water, extracted with benzene, successively washed with dilute aqueous caustic soda, dilute hydrochloric acid and water, dried over sodium sulfate and then concentrated to obtain 2.5 g of an oily product. It was purified by column chromatography and there was obtai... Starting materials: C[N+]1([O-])CCOCC1, CCn1ncc2c(-c3ccc(Cl)nc3)c(CO)c(-c3ccccc3)nc21, ClCCl. Yields the product CCn1ncc2c(-c3ccc(Cl)nc3)c(C=O)c(-c3ccccc3)nc21. RXN SMILES: [CH3:27][N+:28]1([O-:29])[CH2:30][CH2:31][O:32][CH2:33][CH2:34]1.[Cl:1][c:2]1[cH:3][cH:4][c:5](-[c:8]2[c:9]3[c:10]([n:11][c:12](-[c:16]4[cH:17][cH:18][cH:19][cH:20][cH:21]4)[c:13]2[CH2:14][OH:15])[n:22]([CH2:25][CH3:26])[n:23][cH:24]3)[cH:6][n:7]1.[Cl:35][CH2:36][Cl:37]>>[Cl:1][c:2]1[cH:3][cH:4][c:5](-[c:8]2[c:9]3[c:10]([n:11][c:12](-[c:16]4[cH:17][cH:18][cH:19][cH:20][cH:21]4)[c:13]2[CH:14]=[O:15])[n:22]([CH2:25][CH3:26])[n:23][cH:24]3)[cH:6][n:7]1. Starting materials: CCOC(=O)C=Cc1ccc(C(=C2CCCCCC2)c2ccc(O)c(F)c2)cc1, C1CCOC1, CCO, Cl, [Na+], [OH-]. Yields the product O=C(O)C=Cc1ccc(C(=C2CCCCCC2)c2ccc(O)c(F)c2)cc1. As a reaction SMILES: [CH2:1]([CH3:2])[O:3][C:4]([CH:5]=[CH:6][c:7]1[cH:8][cH:9][c:10]([C:13](=[C:14]2[CH2:15][CH2:16][CH2:17][CH2:18][CH2:19][CH2:20]2)[c:21]2[cH:22][c:23]([F:28])[c:24]([OH:27])[cH:25][cH:26]2)[cH:11][cH:12]1)=[O:29].[CH2:36]1[O:37][CH2:38][CH2:39][CH2:40]1.[CH3:33][CH2:34][OH:35].[ClH:32].[Na+:31].[OH-:30]>>[O:3]=[C:4]([CH:5]=[CH:6][c:7]1[cH:8][cH:9][c:10]([C:13](=[C:14]2[CH2:15][CH2:16][CH2:17][CH2:18][CH2:19][CH2:20]2)[c:21]2[cH:22][c:23]([F:28])[c:24]([OH:27])[cH:25][cH:26]2)[cH:11][cH:12]1)[OH:29]. Starting materials: C(C)(C)(C)OC(=O)N1CCC(CC1)OC=1C=NC(=CC1)Cl (tert-butyl-4-((6-chloropyridin-3-yl)oxy)piperidine-1-carboxylate), N1C=CC2=CC(=CC=C12)C(=O)N1CCCC1 ((1H-indol-5-yl)(pyrrolidin-1-yl)methanone). Yields the product C(C)(C)(C)OC(=O)N1CCC(CC1)OC=1C=NC(=CC1)N1C=CC2=CC(=CC=C12)C(=O)N1CCCC1 (tert-Butyl-4-((6-(5-(pyrrolidine-1-carbonyl)-1H-indol-1-yl)pyridin-3-yl)oxy)piperidine-1-carboxylate). RXN SMILES: [C:1]([O:5][C:6]([N:8]1[CH2:13][CH2:12][CH:11]([O:14][C:15]2[CH:16]=[N:17][C:18](Cl)=[CH:19][CH:20]=2)[CH2:10][CH2:9]1)=[O:7])([CH3:4])([CH3:3])[CH3:2].[NH:22]1[C:30]2[C:25](=[CH:26][C:27]([C:31]([N:33]3[CH2:37][CH2:36][CH2:35][CH2:34]3)=[O:32])=[CH:28][CH:29]=2)[CH:24]=[CH:23]1>>[C:1]([O:5][C:6]([N:8]1[CH2:13][CH2:12][CH:11]([O:14][C:15]2[CH:16]=[N:17][C:18]([N:22]3[C:30]4[C:25](=[CH:26][C:27]([C:31]([N:33]5[CH2:37][CH2:36][CH2:35][CH2:34]5)=[O:32])=[CH:28][CH:29]=4)[CH:24]=[CH:23]3)=[CH:19][CH:20]=2)[CH2:10][CH2:9]1)=[O:7])([CH3:4])([CH3:3])[CH3:2]. Procedure: The title compound was prepared by following the similar procedure as described in Example-1 by using tert-butyl-4-((6-chloropyridin-3-yl)oxy)piperidine-1-carboxylate (intermediate-6) and (1H-indol-5-yl)(pyrrolidin-1-yl)methanone (intermediate-18). The reactants are CS(C)=O, CC(C)c1ccc(O)cc1, O=[N+]([O-])c1ccc(Cl)cc1, [K+], [OH-]. The product is CC(C)c1ccc(Oc2ccc([N+](=O)[O-])cc2)cc1. RXN SMILES: [CH3:23][S:24]([CH3:25])=[O:26].[CH:1]([CH3:2])([CH3:3])[c:4]1[cH:5][cH:6][c:7]([OH:10])[cH:8][cH:9]1.[Cl:11][c:12]1[cH:13][cH:14][c:15]([N+:18](=[O:19])[O-:20])[cH:16][cH:17]1.[K+:22].[OH-:21]>>[CH:1]([CH3:2])([CH3:3])[c:4]1[cH:5][cH:6][c:7]([O:10][c:12]2[cH:13][cH:14][c:15]([N+:18](=[O:19])[O-:20])[cH:16][cH:17]2)[cH:8][cH:9]1. Reactants: ClC(=C)Cl (1,1-dichloroethene), C(C)C1(CCCC1)Cl (1-ethyl-cyclopentyl chloride), Cl (hydrochloric acid). Reagents/catalysts: [Cl-].[Al+3].[Cl-].[Cl-] (aluminum chloride), [Cl-].[Al+3].[Cl-].[Cl-] (aluminum chloride). The solvent is C(Cl)Cl (methylene chloride). Conditions: temperature 20 celsius, time 2 hour. The product is ClC(=CC1(CCCC1)CC)Cl (1-(2,2-dichlorovinyl)-1-ethylcyclopentane). Yield: 81.8%. As a reaction SMILES: [Cl:1][C:2]([Cl:4])=[CH2:3].[CH2:5]([C:7]1(Cl)[CH2:11][CH2:10][CH2:9][CH2:8]1)[CH3:6].Cl>[Cl-].[Al+3].[Cl-].[Cl-].C(Cl)Cl>[Cl:1][C:2]([Cl:4])=[CH:3][C:7]1([CH2:5][CH3:6])[CH2:11][CH2:10][CH2:9][CH2:8]1 |f:3.4.5.6|. Reported procedure: 10 g of anhydrous aluminum chloride were added to 291 g (3 mol) of 1,1-dichloroethene at -20° C., and thereafter 133 g (1 mol) of 1-ethyl-cyclopentyl chloride (Chem. Abstr. 42, 6,328 (1948)) were added dropwise at 0° to 10° C. The reaction solution was allowed to warm up to 20° C., a further 5 g of aluminum chloride were added, and stirring was continued for a further 2 hours at 20° C. The mixture was poured onto ice, and was worked up with methylene chloride and dilute hydrochloric acid. 158 g ...